From a dataset of the Open Reaction Database (ORD), a public repository of structured organic reaction records. describe an organic reaction: reactants, conditions, products, and yield Reactants: CC(C)C(C)(c1ccc(B2OC(C)(C)C(C)(C)O2)cc1)c1ccc(OCc2ccccn2)cn1, Cc1ccccc1, CCO, Clc1ccc(Cl)nn1, [Na+], [Na+], O=C([O-])[O-]. The product is CC(C)C(C)(c1ccc(-c2ccc(Cl)nn2)cc1)c1ccc(OCc2ccccn2)cn1. Reaction SMILES: [CH3:1][C:2]([CH:3]([CH3:4])[CH3:5])([c:6]1[cH:7][cH:8][c:9]([B:12]2[O:13][C:14]([CH3:15])([CH3:16])[C:17]([CH3:18])([CH3:19])[O:20]2)[cH:10][cH:11]1)[c:21]1[n:22][cH:23][c:24]([O:27][CH2:28][c:29]2[n:30][cH:31][cH:32][cH:33][cH:34]2)[cH:25][cH:26]1.[CH3:49][c:50]1[cH:51][cH:52][cH:53][cH:54][cH:55]1.[CH3:56][CH2:57][OH:58].[Cl:35][c:36]1[n:37][n:38][c:39]([Cl:42])[cH:40][cH:41]1.[Na+:43].[Na+:44].[O-:45][C:46](=[O:47])[O-:48]>>[CH3:1][C:2]([CH:3]([CH3:4])[CH3:5])([c:6]1[cH:7][cH:8][c:9](-[c:39]2[n:38][n:37][c:36]([Cl:35])[cH:41][cH:40]2)[cH:10][cH:11]1)[c:21]1[n:22][cH:23][c:24]([O:27][CH2:28][c:29]2[n:30][cH:31][cH:32][cH:33][cH:34]2)[cH:25][cH:26]1. Reactants: COC=1C=C(C=CC1OC)C(C=O)C=O ((3,4-Dimethoxyphenyl)malonaldehyde), C(C1=CC=CC=C1)(=N)N (benzamidine). Yields the product COC=1C=C(C=CC1OC)C1=CN=C(NC1=O)C1=CC=CC=C1 (5-(3,4-dimethoxyphenyl)-2-phenyl-6(1H)-pyrimidinone). Isolated yield 67.0%. Reaction SMILES: [CH3:1][O:2][C:3]1[CH:4]=[C:5]([CH:11]([CH:14]=O)[CH:12]=[O:13])[CH:6]=[CH:7][C:8]=1[O:9][CH3:10].[C:16]([NH2:24])(=[NH:23])[C:17]1[CH:22]=[CH:21][CH:20]=[CH:19][CH:18]=1>>[CH3:1][O:2][C:3]1[CH:4]=[C:5]([C:11]2[C:12](=[O:13])[NH:24][C:16]([C:17]3[CH:22]=[CH:21][CH:20]=[CH:19][CH:18]=3)=[N:23][CH:14]=2)[CH:6]=[CH:7][C:8]=1[O:9][CH3:10]. Reported procedure: (3,4-Dimethoxyphenyl)malonaldehyde acid methyl ester (7.2 g) (30 mmol) and 10 g (42 mmol) of benzamidine are melted at 100° C. The reaction mixture is chromatographed on 250 g of silica gel (0.063-0.2 mm) and the product is eluted with dichloromethane/methanol (9:1 v/v). The eluate is concentrated in a vacuum at 45° C. and the crystalline product is filtered off under suction. The whole is washed with diethyl ether and dried in a high vacuum at room temperature. There are obtained 6.2 g of 5-(3,... Reactants: C1CCOC1, CS(=O)(=O)OCc1cncc(Br)c1, [H-], [Na+], CN(C)C=O, OCC(F)(F)F. Yields the product FC(F)(F)COCc1cncc(Br)c1. As a reaction SMILES: [CH2:22]1[O:23][CH2:24][CH2:25][CH2:26]1.[CH3:9][S:10]([O:11][CH2:14][c:15]1[cH:16][n:17][cH:18][c:19]([Br:21])[cH:20]1)(=[O:12])=[O:13].[H-:8].[Na+:7].[O:27]=[CH:28][N:29]([CH3:30])[CH3:31].[OH:1][CH2:2][C:3]([F:4])([F:5])[F:6]>>[O:1]([CH2:2][C:3]([F:4])([F:5])[F:6])[CH2:14][c:15]1[cH:16][n:17][cH:18][c:19]([Br:21])[cH:20]1. Starting materials: BrC=C1c2ccccc2Oc2ccccc21, O=C([O-])[O-], CC1(C)OB(c2cccc(NS(C)(=O)=O)c2)OC1(C)C, [Na+], [Na+], C1COCCO1, c1ccc(P(c2ccccc2)(c2ccccc2)[Pd](P(c2ccccc2)(c2ccccc2)c2ccccc2)(P(c2ccccc2)(c2ccccc2)c2ccccc2)P(c2ccccc2)(c2ccccc2)c2ccccc2)cc1. Yields the product CS(=O)(=O)Nc1cccc(C=C2c3ccccc3Oc3ccccc32)c1. Reaction SMILES: [Br:1][CH:2]=[C:3]1[c:4]2[cH:5][cH:6][cH:7][cH:8][c:9]2[O:10][c:11]2[cH:12][cH:13][cH:14][cH:15][c:16]21.[C:37](=[O:38])([O-:39])[O-:40].[CH3:17][C:18]1([CH3:19])[C:20]([CH3:21])([CH3:22])[O:23][B:24]([c:25]2[cH:26][c:27]([NH:31][S:32](=[O:33])(=[O:34])[CH3:35])[cH:28][cH:29][cH:30]2)[O:36]1.[Na+:41].[Na+:42].[O:43]1[CH2:44][CH2:45][O:46][CH2:47][CH2:48]1.[cH:49]1[cH:50][cH:51][c:52]([P:53]([Pd:54]([P:55]([c:56]2[cH:57][cH:58][cH:59][cH:60][cH:61]2)([c:62]2[cH:63][cH:64][cH:65][cH:66][cH:67]2)[c:68]2[cH:69][cH:70][cH:71][cH:72][cH:73]2)([P:74]([c:75]2[cH:76][cH:77][cH:78][cH:79][cH:80]2)([c:81]2[cH:82][cH:83][cH:84][cH:85][cH:86]2)[c:87]2[cH:88][cH:89][cH:90][cH:91][cH:92]2)[P:93]([c:94]2[cH:95][cH:96][cH:97][cH:98][cH:99]2)([c:100]2[cH:101][cH:102][cH:103][cH:104][cH:105]2)[c:106]2[cH:107][cH:108][cH:109][cH:110][cH:111]2)([c:112]2[cH:113][cH:114][cH:115][cH:116][cH:117]2)[c:118]2[cH:119][cH:120][cH:121][cH:122][cH:123]2)[cH:124][cH:125]1>>[CH:2](=[C:3]1[c:4]2[cH:5][cH:6][cH:7][cH:8][c:9]2[O:10][c:11]2[cH:12][cH:13][cH:14][cH:15][c:16]21)[c:25]1[cH:26][c:27]([NH:31][S:32](=[O:33])(=[O:34])[CH3:35])[cH:28][cH:29][cH:30]1. Reactants: CC(C)Oc1ccc(CO)nc1, CC(C)=O, O=c1n(Cl)c(=O)n(Cl)c(=O)n1Cl. Product: CC(C)Oc1ccc(C=O)nc1. RXN SMILES: [CH3:1][CH:2]([CH3:3])[O:4][c:5]1[cH:6][cH:7][c:8]([CH2:11][OH:12])[n:9][cH:10]1.[CH3:25][C:26](=[O:27])[CH3:28].[Cl:13][n:14]1[c:15](=[O:16])[n:17]([Cl:18])[c:19](=[O:20])[n:21]([Cl:22])[c:23]1=[O:24]>>[CH3:1][CH:2]([CH3:3])[O:4][c:5]1[cH:6][cH:7][c:8]([CH:11]=[O:12])[n:9][cH:10]1. Run in O1CCOCC1 (dioxane). Reaction SMILES: [C:1]([CH:3]([C:20]1[CH:25]=[CH:24][CH:23]=[CH:22][CH:21]=1)[CH2:4][C:5]([NH:7][C:8]1[C:13]([O:14][CH3:15])=[CH:12][C:11]([O:16][CH3:17])=[CH:10][C:9]=1[O:18][CH3:19])=[O:6])#[N:2].C([Sn]([N:39]=[N+:40]=[N-:41])(CCCC)CCCC)CCC>O1CCOCC1>[NH:39]1[C:1]([CH:3]([C:20]2[CH:21]=[CH:22][CH:23]=[CH:24][CH:25]=2)[CH2:4][C:5]([NH:7][C:8]2[C:9]([O:18][CH3:19])=[CH:10][C:11]([O:16][CH3:17])=[CH:12][C:13]=2[O:14][CH3:15])=[O:6])=[N:2][N:41]=[N:40]1. Yields the product N1N=NN=C1C(CC(=O)NC1=C(C=C(C=C1OC)OC)OC)C1=CC=CC=C1 (β-(1H-tetrazol-5-yl)-N-(2,4,6-trimethoxyphenyl)benzene propanamide). Procedure details: To a suspension of the material from step (a) (5.1 g, 0.016 mol) in dioxane (150 mL) at room temperature was added tri-n-butyltin azide (9.36 g, 0.016 mol) under N2 with stirring. The resulting solution was heated to reflux for 24 hours. The solution was then cooled and concentrated in vacuo. The residue was redissolved in ether and HCl gas was then passed through the solution for 30 minutes. This was then concentrated in vacuo to give β-(1H-tetrazol-5-yl)-N-(2,4,6-trimethoxyphenyl)benzene propa... Reaction conditions: time 30 minute. Starting materials: C(#N)C(CC(=O)NC1=C(C=C(C=C1OC)OC)OC)C1=CC=CC=C1 (β-cyano-N-(2,4,6-trimethoxyphenyl)benzene propanamide), C(CCC)[Sn](CCCC)(CCCC)N=[N+]=[N-] (tri-n-butyltin azide). The yield is 34.2%.